This data is from the Open Reaction Database (ORD), a public repository of structured organic reaction records. The task is: describe an organic reaction: reactants, conditions, products, and yield Starting materials: ClS(=O)(=O)C=1C=C(C(=O)Cl)C=CC1 (3-(chlorosulfonyl)benzoyl chloride), FC1=CC=C(C=C1)C(N1CCNCC1)C1=CC=C(C=C1)F (1-(bis(4-fluorophenyl)methyl)piperazine), C1[C@@H]2N(CCN1)CCC2 ((R)-octahydropyrrolo[1,2-a]pyrazine), C([O-])([O-])=O.[Na+].[Na+] (sodium carbonate). Solvent: ClCCl (dichloromethane), ClCCl (dichloromethane), CO (Methanol). Reaction conditions: time 8 hour. The product is FC1=CC=C(C=C1)C(N1CCN(CC1)C(=O)C=1C=C(C=CC1)S(=O)(=O)N1C[C@@H]2N(CC1)CCC2)C2=CC=C(C=C2)F ((8aR)-2-{[3-({4-[bis(4-fluorophenyl)methyl]piperazin-1-yl}carbonyl)phenyl]sulfonyl}octahydropyrrolo[1,2-a]pyrazine). RXN SMILES: Cl[S:2]([C:5]1[CH:6]=[C:7]([CH:11]=[CH:12][CH:13]=1)[C:8](Cl)=[O:9])(=[O:4])=[O:3].[F:14][C:15]1[CH:20]=[CH:19][C:18]([CH:21]([C:28]2[CH:33]=[CH:32][C:31]([F:34])=[CH:30][CH:29]=2)[N:22]2[CH2:27][CH2:26][NH:25][CH2:24][CH2:23]2)=[CH:17][CH:16]=1.C(=O)([O-])[O-].[Na+].[Na+].[CH2:41]1[NH:46][CH2:45][CH2:44][N:43]2[CH2:47][CH2:48][CH2:49][C@H:42]12>ClCCl.CO>[F:34][C:31]1[CH:32]=[CH:33][C:28]([CH:21]([C:18]2[CH:17]=[CH:16][C:15]([F:14])=[CH:20][CH:19]=2)[N:22]2[CH2:23][CH2:24][N:25]([C:8]([C:7]3[CH:6]=[C:5]([S:2]([N:46]4[CH2:45][CH2:44][N:43]5[CH2:47][CH2:48][CH2:49][C@@H:42]5[CH2:41]4)(=[O:4])=[O:3])[CH:13]=[CH:12][CH:11]=3)=[O:9])[CH2:26][CH2:27]2)=[CH:29][CH:30]=1 |f:2.3.4|. Reported procedure: To 3-(chlorosulfonyl)benzoyl chloride (0.359 g, 1.5 mmol) in anhydrous dichloromethane (40 mL) was added 1-(bis(4-fluorophenyl)methyl)piperazine (0.433 g, 1.5 mmol) in dichloromethane (4 mL) slowly over 10 minutes at room temperature. Then sodium carbonate (0.64 g, 6 mmol) was added. The mixture was stirred at room temperature overnight. Then (R)-octahydropyrrolo[1,2-a]pyrazine (0.208 g, 1.65 mmol) was added. The mixture was stirred at reflux for 20 minutes, and then at room temperature for 3 da... The reactants are [BH4-], O=C([O-])[O-], CO, CN(C)CCC(=O)c1ccccc1, Cl, [K+], [K+], [Na+], O. The product is CN(C)CCC(O)c1ccccc1. RXN SMILES: [BH4-:21].[C:15](=[O:16])([O-:17])[O-:18].[CH3:23][OH:24].[CH3:2][N:3]([CH2:4][CH2:5][C:6](=[O:7])[c:8]1[cH:9][cH:10][cH:11][cH:12][cH:13]1)[CH3:14].[ClH:1].[K+:19].[K+:20].[Na+:22].[OH2:25]>>[CH3:2][N:3]([CH2:4][CH2:5][CH:6]([OH:7])[c:8]1[cH:9][cH:10][cH:11][cH:12][cH:13]1)[CH3:14]. Starting materials: FC1=CC(=C(C=C1F)C1=CC=C(C=C1)OCC1=CC=C2C=CN(C2=C1)CCC(=O)O)OC (3-[6-(4′,5′-difluoro-2′-methoxy-biphenyl-4-yloxymethyl)-indol-1-yl]-propionic acid), C(C)OC(CN1C=CC2=CC=C(C=C12)COC1=CC=C(C=C1)C1=C(C=C(C(=C1)F)F)OC)=O ([6-(4′,5′-difluoro-2′-methoxy-biphenyl-4-yloxymethyl)-indol-1-yl]-acetic acid ethyl ester). Product: FC1=CC(=C(C=C1F)C1=CC=C(C=C1)OCC1=CC=C2C=CN(C2=C1)CC(=O)O)OC ([6-(4′,5′-Difluoro-2′-methoxy-biphenyl-4-yloxymethyl)-indol-1-yl]-acetic acid), product. Isolated yield 82.0%. RXN SMILES: FC1C(F)=CC(C2C=CC(OCC3C=C4C(C=CN4CCC(O)=O)=CC=3)=CC=2)=C(OC)C=1.C([O:35][C:36](=[O:65])[CH2:37][N:38]1[C:46]2[C:41](=[CH:42][CH:43]=[C:44]([CH2:47][O:48][C:49]3[CH:54]=[CH:53][C:52]([C:55]4[CH:60]=[C:59]([F:61])[C:58]([F:62])=[CH:57][C:56]=4[O:63][CH3:64])=[CH:51][CH:50]=3)[CH:45]=2)[CH:40]=[CH:39]1)C>>[F:62][C:58]1[C:59]([F:61])=[CH:60][C:55]([C:52]2[CH:53]=[CH:54][C:49]([O:48][CH2:47][C:44]3[CH:45]=[C:46]4[C:41]([CH:40]=[CH:39][N:38]4[CH2:37][C:36]([OH:65])=[O:35])=[CH:42][CH:43]=3)=[CH:50][CH:51]=2)=[C:56]([O:63][CH3:64])[CH:57]=1. Procedure: [6-(4′,5′-Difluoro-2′-methoxy-biphenyl-4-yloxymethyl)-indol-1-yl]-acetic acid was synthesized by a procedure similar to 3-[6-(4′,5′-difluoro-2′-methoxy-biphenyl-4-yloxymethyl)-indol-1-yl]-propionic acid from starting material [6-(4′,5′-difluoro-2′-methoxy-biphenyl-4-yloxymethyl)-indol-1-yl]-acetic acid ethyl ester to yield the product as a white solid (23 mg, 82%). LC-MS (ES) calculated for C24H19F2NO4, 423.1; found m/z 424 [M+H]+. The reactants are BrC=1N=C2C(=NC1)N(C=C2C(=O)O)COCC[Si](C)(C)C (2-bromo-5-(2-trimethylsilanylethoxymethyl)-5H-pyrrolo[2,3-b]pyrazine-7-carboxylic acid), C=1C=CC2=C(C1)N=NN2O (HOBt), CCN(C(C)C)C(C)C (i-Pr2NEt), Cl.N[C@@H](C(=O)N1CCCC1)C(C)(C)C ((R)-2-amino-3,3-dimethyl-1-pyrrolidin-1-yl-butan-1-one hydrochloride), C(CCl)Cl (EDC). The solvent is CN(C)C=O (DMF). Conditions: time 1 hour. Product: CC([C@H](C(=O)N1CCCC1)NC(=O)C1=CN(C2=NC=C(N=C21)Br)COCC[Si](C)(C)C)(C)C (2-bromo-5-(2-trimethylsilanyl-ethoxymethyl)-5H-pyrrolo[2,3-b]pyrazine-7-carboxylic acid [(R)-2,2-dimethyl-1-(pyrrolidine-1-carbonyl)-propyl]-amide). Yield: 88.5%. As a reaction SMILES: [Br:1][C:2]1[N:3]=[C:4]2[C:10]([C:11]([OH:13])=O)=[CH:9][N:8]([CH2:14][O:15][CH2:16][CH2:17][Si:18]([CH3:21])([CH3:20])[CH3:19])[C:5]2=[N:6][CH:7]=1.Cl.[NH2:23][C@H:24]([C:32]([CH3:35])([CH3:34])[CH3:33])[C:25]([N:27]1[CH2:31][CH2:30][CH2:29][CH2:28]1)=[O:26].C(Cl)CCl.C1C=CC2N(O)N=NC=2C=1.CCN(C(C)C)C(C)C>CN(C=O)C>[CH3:33][C:32]([CH3:35])([CH3:34])[C@@H:24]([NH:23][C:11]([C:10]1[C:4]2[C:5](=[N:6][CH:7]=[C:2]([Br:1])[N:3]=2)[N:8]([CH2:14][O:15][CH2:16][CH2:17][Si:18]([CH3:21])([CH3:20])[CH3:19])[CH:9]=1)=[O:13])[C:25]([N:27]1[CH2:31][CH2:30][CH2:29][CH2:28]1)=[O:26] |f:1.2|. Reported procedure: In a flask were combined 2-bromo-5-(2-trimethylsilanylethoxymethyl)-5H-pyrrolo[2,3-b]pyrazine-7-carboxylic acid (125 mg, 0.34 mmol), (R)-2-amino-3,3-dimethyl-1-pyrrolidin-1-yl-butan-1-one hydrochloride (155 mg, 0.70 mmol), EDC (148 mg, 0.77 mmol) and HOBt (104 mg, 0.772 mmol). DMF (4.0 mL) was added followed by i-Pr2NEt (0.19 mL, 1.07 mmol). The reaction mixture was stirred at room temperature for 1 h and then concentrated. The residue was taken up in EtOAc and 10% citric acid and the organic la... Starting materials: BrCCNC(OC(C)(C)C)=O (tert-butyl (2-bromoethyl)carbamate), 13, C([O-])([O-])=O.[K+].[K+] (Potassium carbonate), C(C)OC1=CC=C(\C=C/2\C(NC(C2)=O)=O)C=C1 ((E)-3-(4-ethoxybenzylidene)pyrrolidine-2,5-dione). Solvent: CN(C)C=O (DMF), CN(C)C=O (DMF). Reaction conditions: time 20 minute. The product is NCCN1C(/C(/CC1=O)=C/C1=CC=C(C=C1)OCC)=O ((E)-1-(2-aminoethyl)-3-(4-ethoxybenzylidene)pyrrolidine-2,5-dione). RXN SMILES: C(=O)([O-])[O-].[K+].[K+].[CH2:7]([O:9][C:10]1[CH:23]=[CH:22][C:13](/[CH:14]=[C:15]2/[C:16](=[O:21])[NH:17][C:18](=[O:20])[CH2:19]/2)=[CH:12][CH:11]=1)[CH3:8].Br[CH2:25][CH2:26][NH:27]C(=O)OC(C)(C)C>CN(C=O)C>[NH2:27][CH2:26][CH2:25][N:17]1[C:18](=[O:20])[CH2:19]/[C:15](=[CH:14]\[C:13]2[CH:22]=[CH:23][C:10]([O:9][CH2:7][CH3:8])=[CH:11][CH:12]=2)/[C:16]1=[O:21] |f:0.1.2|. Reported procedure: Potassium carbonate (180 mg, 1.30 mmol) was added to a solution of compound 12 (100 mg, 0.43 mmol) in 3 mL of anhydrous DMF at 0° C. After stirring the reaction mixture for 20 min, a solution of tert-butyl (2-bromoethyl)carbamate (96 mg, 0.43 mmol) in anhydrous DMF (1 mL) was added and then the reaction mixture was stirred at room temperature for 3 h. The reaction was quenched by adding water and extracted with ethyl acetate. The ethyl acetate layer was washed with 10% NH4Cl aqueous solution fol... Starting materials: N1CCOCC1 (Morpholine), C(C)(C)N(C(C)C)CC (N,N-diisopropylethylamine), ClC=1C2=C(N=CN1)N(C=C2I)COCC[Si](C)(C)C (4-chloro-5-iodo-7-{[2-(trimethylsilyl)ethoxy]methyl}-7H-pyrrolo[2,3-d]pyrimidine). Solvent: C(CCC)O (n-butanol). Product: IC1=CN(C=2N=CN=C(C21)N2CCOCC2)COCC[Si](C)(C)C (5-iodo-4-(morpholin-4-yl)-7-{[2-(trimethylsilyl)ethoxy]methyl}-7H-pyrrolo[2,3-d]pyrimidine). Reaction SMILES: [NH:1]1[CH2:6][CH2:5][O:4][CH2:3][CH2:2]1.C(N(CC)C(C)C)(C)C.Cl[C:17]1[C:18]2[C:25]([I:26])=[CH:24][N:23]([CH2:27][O:28][CH2:29][CH2:30][Si:31]([CH3:34])([CH3:33])[CH3:32])[C:19]=2[N:20]=[CH:21][N:22]=1>C(O)CCC>[I:26][C:25]1[C:18]2[C:17]([N:1]3[CH2:6][CH2:5][O:4][CH2:3][CH2:2]3)=[N:22][CH:21]=[N:20][C:19]=2[N:23]([CH2:27][O:28][CH2:29][CH2:30][Si:31]([CH3:34])([CH3:33])[CH3:32])[CH:24]=1. Procedure: Morpholine (2.45 g, 28.1 mmol) and N,N-diisopropylethylamine (6.63 g, 51.3 mmol) were added to a solution of 4-chloro-5-iodo-7-{[2-(trimethylsilyl)ethoxy]methyl}-7H-pyrrolo[2,3-d]pyrimidine (C1) (10.5 g, 25.6 mmol) in n-butanol (300 mL), and the reaction mixture was heated at reflux for 18 hours, then concentrated under reduced pressure. Aqueous hydrochloric acid (0.1 M, 100 mL) was added and the resulting solid was collected by filtration, washed with water (20 mL) and dried under vacuum to pro...